Dataset: the Open Reaction Database (ORD), a public repository of structured organic reaction records. Task: describe an organic reaction: reactants, conditions, products, and yield Procedure: [1-(propan-2-yl)-1H-imidazol-5-yl]methanol (255 mg, 1.8 mmol) was dissolved in SOCl2 (2 mL) and diethyl ether (10 mL). After 3 hours, the solvents were evaporated. To the solid was added potassium carbonate (414 mg, 3 mmol), 6-methyl-2-sulfanylpyrimidin-4-ol (200 mg, 1.4 mmol), and acetone (20 mL). The resulting mixture was stirred at room temperature overnight. Acetone was evaporated, and the crude solid was purified by column chromatography to provide the title compound as a white solid (150 m... Yield: 40.5%. The product is CC1=CC(=NC(=N1)SCC1=CN=CN1C(C)C)O (6-methyl-2-({[1-(propan-2-yl)-1H-imidazol-5-yl]methyl}sulfanyl)pyrimidin-4-ol). Starting materials: C([O-])([O-])=O.[K+].[K+] (potassium carbonate), CC1=CC(=NC(=N1)S)O (6-methyl-2-sulfanylpyrimidin-4-ol), CC(=O)C (acetone), CC(C)N1C=NC=C1CO ([1-(propan-2-yl)-1H-imidazol-5-yl]methanol). Reaction conditions: time 3 hour. RXN SMILES: [CH3:1][CH:2]([N:4]1[C:8]([CH2:9]O)=[CH:7][N:6]=[CH:5]1)[CH3:3].C(=O)([O-])[O-].[K+].[K+].[CH3:17][C:18]1[N:23]=[C:22]([SH:24])[N:21]=[C:20]([OH:25])[CH:19]=1.CC(C)=O>O=S(Cl)Cl.C(OCC)C>[CH3:17][C:18]1[N:23]=[C:22]([S:24][CH2:9][C:8]2[N:4]([CH:2]([CH3:1])[CH3:3])[CH:5]=[N:6][CH:7]=2)[N:21]=[C:20]([OH:25])[CH:19]=1 |f:1.2.3|. Solvent: O=S(Cl)Cl (SOCl2), C(C)OCC (diethyl ether). Reactants: C(C)OC(=O)C=1C(=NC(=NC1)C1=CC(=CC=C1)C(F)(F)F)C1CC1 (4-cyclopropyl-2-(3-trifluoromethyl-phenyl)-pyrimidine-5-carboxylic acid ethyl ester), CC(C)C[AlH]CC(C)C (DIBAL-H). Run in C1CCOC1 (THF). The product is C1(CC1)C1=NC(=NC=C1CO)C1=CC(=CC=C1)C(F)(F)F ([4-Cyclopropyl-2-(3-trifluoromethyl-phenyl)-pyrimidin-5-yl]-methanol). As a reaction SMILES: C([O:3][C:4]([C:6]1[C:7]([CH:22]2[CH2:24][CH2:23]2)=[N:8][C:9]([C:12]2[CH:17]=[CH:16][CH:15]=[C:14]([C:18]([F:21])([F:20])[F:19])[CH:13]=2)=[N:10][CH:11]=1)=O)C.CC(C[AlH]CC(C)C)C>C1COCC1>[CH:22]1([C:7]2[C:6]([CH2:4][OH:3])=[CH:11][N:10]=[C:9]([C:12]3[CH:17]=[CH:16][CH:15]=[C:14]([C:18]([F:20])([F:21])[F:19])[CH:13]=3)[N:8]=2)[CH2:24][CH2:23]1. Procedure details: 1.250 g (3.717 mmol) of the above prepared 4-cyclopropyl-2-(3-trifluoromethyl-phenyl)-pyrimidine-5-carboxylic acid ethyl ester in 19 ml of abs. THF was cooled down to −15° C. and reacted with 11.2 ml of DIBAL-H-solution (1.0 M in toluene, 3 eq.) for 1/2 h. Careful quenching with ice/HCl dil., twofold extraction with AcOEt, washing with water, drying over sodium sulfate, and evaporation of the solvents left a crude product which was purified by flash chromatography (SiO2, hexane/AcOEt=1/1l) to yi... The reactants are ClC=1C=C(C#N)C=C(C1C=1SC=2C(=NC=CC2N1)Cl)F (3-chloro-4-(4-chlorothiazolo[5,4-c]pyridin-2-yl)-5-fluorobenzonitrile), C[Si](C)(C)Br (trimethylsilyl bromide), C[Si](C)(C)Br (trimethylsilyl bromide). The solvent is C(CC)#N (propionitrile). Yields the product BrC1=NC=CC2=C1SC(=N2)C2=C(C=C(C#N)C=C2F)Cl (4-(4-Bromothiazolo[5,4-c]pyridin-2-yl)-3-chloro-5-fluorobenzonitrile). Yield: 101.7%. RXN SMILES: [Cl:1][C:2]1[CH:3]=[C:4]([CH:7]=[C:8]([F:20])[C:9]=1[C:10]1[S:11][C:12]2[C:13](Cl)=[N:14][CH:15]=[CH:16][C:17]=2[N:18]=1)[C:5]#[N:6].C[Si]([Br:25])(C)C>C(#N)CC>[Br:25][C:13]1[C:12]2[S:11][C:10]([C:9]3[C:8]([F:20])=[CH:7][C:4]([C:5]#[N:6])=[CH:3][C:2]=3[Cl:1])=[N:18][C:17]=2[CH:16]=[CH:15][N:14]=1. Reported procedure: A suspension of 3-chloro-4-(4-chlorothiazolo[5,4-c]pyridin-2-yl)-5-fluorobenzonitrile (0.077 g, 0.24 mmol) and trimethylsilyl bromide (63 μL 0.48 mmol) in propionitrile (2.4 mL) was heated under reflux for 5 hours before further trimethylsilyl bromide (30 μL, 0.24 mmol) was added. The resulting mixture was heated under reflux for a further 16 hours then partitioned between DCM and water. The organic layer was dried over Na2SO4 and concentrated under reduced pressure to give the desired compound ... Reaction SMILES: [CH2:1]([O:2][c:3]1[n:4][c:5]2[c:6]([n:7][c:8]([O:9][CH3:10])[n:11]2[CH2:12][CH2:13][CH2:14][CH:15]2[CH2:16][CH2:17][CH2:18][CH2:19][NH:20]2)[c:21]([NH2:22])[n:23]1)[CH2:24][CH2:25][CH3:26].[NH2:27][c:28]1[c:29]2[n:30][c:31]([O:62][CH3:63])[n:32]([CH2:42][CH2:43][CH2:44][CH2:45][CH:46]3[CH2:47][CH2:48][N:49]([C:52]([O:53][CH2:54][c:55]4[cH:56][cH:57][cH:58][cH:59][cH:60]4)=[O:61])[CH2:50][CH2:51]3)[c:33]2[n:34][c:35]([O:37][CH2:38][CH2:39][CH2:40][CH3:41])[n:36]1>>[NH2:27][c:28]1[c:29]2[n:30][c:31]([O:62][CH3:63])[n:32]([CH2:42][CH2:43][CH2:44][CH2:45][CH:46]3[CH2:47][CH2:48][NH:49][CH2:50][CH2:51]3)[c:33]2[n:34][c:35]([O:37][CH2:38][CH2:39][CH2:40][CH3:41])[n:36]1. Reactants: CCCCOc1nc(N)c2nc(OC)n(CCCC3CCCCN3)c2n1, CCCCOc1nc(N)c2nc(OC)n(CCCCC3CCN(C(=O)OCc4ccccc4)CC3)c2n1. Product: CCCCOc1nc(N)c2nc(OC)n(CCCCC3CCNCC3)c2n1. The reactants are FC=1C=C(C=CC1)C1(CCNCC1)CCN1[C@H]2CC(C[C@@H]1CC2)N2C(=NC1=C2C=CC=C1)C (1-((1R,5S)-8-{2-[4-(3-fluorophenyl)piperidin-4-yl]ethyl}-8-azabicyclo[3.2.1]oct-3-yl)-2-methyl-1H-benzimidazole), ClC1=C(C(=O)O)C=C(C(=C1)F)S(=O)(=O)NC (2-chloro-4-fluoro-5-[(methylamino)sulfonyl]benzoic acid). The product is ClC1=CC(=C(C=C1C(=O)N1CCC(CC1)(CCN1[C@H]2CC(C[C@@H]1CC2)N2C(=NC1=C2C=CC=C1)C)C1=CC(=CC=C1)F)S(=O)(=O)NC)F (4-chloro-2-fluoro-5-[(4-(3-fluorophenyl)-4-{2-[(1R,5S)-3-(2-methyl-1H-benzimidazol-1-yl)-8-azabicyclo[3.2.1]oct-8-yl]ethyl}piperidin-1-yl)carbonyl]-N-methylbenzenesulfonamide). Yield: 47.6%. Reaction SMILES: [F:1][C:2]1[CH:3]=[C:4]([C:8]2([CH2:14][CH2:15][N:16]3[C@H:21]4[CH2:22][CH2:23][C@@H:17]3[CH2:18][CH:19]([N:24]3[C:28]5[CH:29]=[CH:30][CH:31]=[CH:32][C:27]=5[N:26]=[C:25]3[CH3:33])[CH2:20]4)[CH2:13][CH2:12][NH:11][CH2:10][CH2:9]2)[CH:5]=[CH:6][CH:7]=1.[Cl:34][C:35]1[CH:43]=[C:42]([F:44])[C:41]([S:45]([NH:48][CH3:49])(=[O:47])=[O:46])=[CH:40][C:36]=1[C:37](O)=[O:38]>>[Cl:34][C:35]1[C:36]([C:37]([N:11]2[CH2:10][CH2:9][C:8]([C:4]3[CH:5]=[CH:6][CH:7]=[C:2]([F:1])[CH:3]=3)([CH2:14][CH2:15][N:16]3[C@H:21]4[CH2:22][CH2:23][C@@H:17]3[CH2:18][CH:19]([N:24]3[C:28]5[CH:29]=[CH:30][CH:31]=[CH:32][C:27]=5[N:26]=[C:25]3[CH3:33])[CH2:20]4)[CH2:13][CH2:12]2)=[O:38])=[CH:40][C:41]([S:45]([NH:48][CH3:49])(=[O:46])=[O:47])=[C:42]([F:44])[CH:43]=1. Procedure: 5.36 g (12.0 mmol) 1-((1R,5S)-8-{2-[4-(3-fluorophenyl)piperidin-4-yl]ethyl}-8-azabicyclo[3.2.1]oct-3-yl)-2-methyl-1H-benzimidazole, 3.20 g (12.0 mmol) 2-chloro-4-fluoro-5-[(methylamino)sulfonyl]benzoic acid were combined following the general procedure in Example 5. 3.97 g recovered (47.6% yield). 1H NMR (300 MHz, DMSO-d6) δ 7.96-8.05 (br, 1H), 7.75-7.94 (m, 2 H), 7.38-7.56 (m, 3H), 7.24-7.30 (m, 2H), 7.07-7.18 (m, 3H), 4.48-4.60 (m, 1H), 3.91-4.03 (m, 1H), 3.23-3.49 (m, 6H), 3.04-3.13 (m, 1H), ... The reactants are N1C(CCC1)=O (pyrrolidin-2-one), BrC=1C=CC(=NC1)C(=O)N1CCN(CC1)C1=NC=C(C=C1C)C1CC1 ((5-bromopyridin-2-yl)[4-(5-cyclopropyl-3-methylpyridin-2-yl)piperazin-1-yl]methanone). Yields the product C1(CC1)C=1C=C(C(=NC1)N1CCN(CC1)C(=O)C1=CC=C(C=N1)N1C(CCC1)=O)C (1-{6-[4-(5-cyclopropyl-3-methylpyridin-2-yl)piperazine-1-carbonyl]pyridin-3-yl}pyrrolidin-2-one). The yield is 59.4%. Reaction SMILES: [NH:1]1[CH2:5][CH2:4][CH2:3][C:2]1=[O:6].Br[C:8]1[CH:9]=[CH:10][C:11]([C:14]([N:16]2[CH2:21][CH2:20][N:19]([C:22]3[C:27]([CH3:28])=[CH:26][C:25]([CH:29]4[CH2:31][CH2:30]4)=[CH:24][N:23]=3)[CH2:18][CH2:17]2)=[O:15])=[N:12][CH:13]=1>>[CH:29]1([C:25]2[CH:26]=[C:27]([CH3:28])[C:22]([N:19]3[CH2:20][CH2:21][N:16]([C:14]([C:11]4[N:12]=[CH:13][C:8]([N:1]5[CH2:5][CH2:4][CH2:3][C:2]5=[O:6])=[CH:9][CH:10]=4)=[O:15])[CH2:17][CH2:18]3)=[N:23][CH:24]=2)[CH2:30][CH2:31]1. Procedure details: Using pyrrolidin-2-one (72 mg) and (5-bromopyridin-2-yl)[4-(5-cyclopropyl-3-methylpyridin-2-yl)piperazin-1-yl]methanone (310 mg) described in Preparation Example 135 and by the reaction and treatment in the same manner as in Example 1, the title compound (186 mg) was obtained.